Dataset: the Open Reaction Database (ORD), a public repository of structured organic reaction records. Task: describe an organic reaction: reactants, conditions, products, and yield The reactants are CN1CCCC1=O, CCN(C(C)C)C(C)C, Clc1ncc(Cl)c(Cl)n1, CNC(=O)c1cc(F)cc(F)c1N. Yields the product CNC(=O)c1cc(F)cc(F)c1Nc1nc(Cl)ncc1Cl. Reaction SMILES: [CH3:14][N:15]1[CH2:16][CH2:17][CH2:18][C:19]1=[O:20].[CH:21]([N:22]([CH2:23][CH3:24])[CH:25]([CH3:26])[CH3:27])([CH3:28])[CH3:29].[Cl:30][c:31]1[n:32][cH:33][c:34]([Cl:38])[c:35]([Cl:37])[n:36]1.[NH2:1][c:2]1[c:3]([C:4](=[O:5])[NH:6][CH3:7])[cH:8][c:9]([F:13])[cH:10][c:11]1[F:12]>>[NH:1]([c:2]1[c:3]([C:4](=[O:5])[NH:6][CH3:7])[cH:8][c:9]([F:13])[cH:10][c:11]1[F:12])[c:35]1[c:34]([Cl:38])[cH:33][n:32][c:31]([Cl:30])[n:36]1. The reactants are C1CCOC1, O=C(O)Cn1cc(C(=O)N2CCN(c3ccccc3F)CC2)c2ccc(Cl)cc21, N. Reaction SMILES: [CH2:31]1[O:32][CH2:33][CH2:34][CH2:35]1.[Cl:1][c:2]1[cH:3][cH:4][c:5]2[c:6]([C:15](=[O:16])[N:17]3[CH2:18][CH2:19][N:20]([c:23]4[c:24]([F:29])[cH:25][cH:26][cH:27][cH:28]4)[CH2:21][CH2:22]3)[cH:7][n:8]([CH2:11][C:12](=[O:13])[OH:14])[c:9]2[cH:10]1.[NH3:30]>>[Cl:1][c:2]1[cH:3][cH:4][c:5]2[c:6]([C:15](=[O:16])[N:17]3[CH2:18][CH2:19][N:20]([c:23]4[c:24]([F:29])[cH:25][cH:26][cH:27][cH:28]4)[CH2:21][CH2:22]3)[cH:7][n:8]([CH2:11][C:12](=[O:13])[NH2:30])[c:9]2[cH:10]1. The product is NC(=O)Cn1cc(C(=O)N2CCN(c3ccccc3F)CC2)c2ccc(Cl)cc21. Reactants: N1C(CCC1)=O (2-pyrrolidone), OP(=O)O (H3PO3), P(Cl)(Cl)Cl (PCl3). Run in O (H2O). Conditions: time 8 hour. Product: N1C(CCC1)(P(O)(=O)O)P(O)(=O)O (Azacyclopentane-2,2-diphosphonic acid). Reaction SMILES: [NH:1]1[CH2:5][CH2:4][CH2:3][C:2]1=O.[OH:7][PH:8]([OH:10])=[O:9].P(Cl)(Cl)Cl>O>[NH:1]1[CH2:5][CH2:4][CH2:3][C:2]1([P:8]([OH:10])(=[O:7])[OH:9])[P:8]([OH:10])(=[O:7])[OH:9]. Procedure: 85.0 gm of 2-pyrrolidone (1.0 mol) and 164 gm of H3PO3 (2.0 mols) were melted at 80°C. While stirring this melt, 176 ml of PCl3 (2.0 mols) were added thereto. The mixture was stirred for three additional hours and was left standing at 70°C overnight. Then, three liters of H2O were used for the hydrolysis. The solution was boiled with activated carbon; and after filtration, the reaction product was precipitated with acetone. The white substance was dissolved in water, and passed over a cation exc... The product is CN(CCC#N)C(=O)c1ccccc1Nc1nc(Nc2ccc3c(c2)CCCC(=O)N3C)ncc1Cl. RXN SMILES: [C:1](#[N:2])[CH2:3][CH2:4][N:5]([C:6]([c:7]1[c:8]([NH:13][c:14]2[n:15][c:16]([Cl:21])[n:17][cH:18][c:19]2[Cl:20])[cH:9][cH:10][cH:11][cH:12]1)=[O:22])[CH3:23].[C:38]12([CH2:39][S:40]([OH:41])(=[O:42])=[O:43])[C:44]([CH3:45])([CH3:46])[CH:47]([CH2:48][CH2:49]1)[CH2:50][C:51]2=[O:52].[C:53](=[O:54])([OH:55])[O-:56].[CH:58]([OH:59])([CH3:60])[CH3:61].[NH2:24][c:25]1[cH:26][cH:27][c:28]2[c:29]([cH:37]1)[CH2:30][CH2:31][CH2:32][C:33](=[O:36])[N:34]2[CH3:35].[Na+:57]>>[C:1](#[N:2])[CH2:3][CH2:4][N:5]([C:6]([c:7]1[c:8]([NH:13][c:14]2[n:15][c:16]([NH:24][c:25]3[cH:26][cH:27][c:28]4[c:29]([cH:37]3)[CH2:30][CH2:31][CH2:32][C:33](=[O:36])[N:34]4[CH3:35])[n:17][cH:18][c:19]2[Cl:20])[cH:9][cH:10][cH:11][cH:12]1)=[O:22])[CH3:23]. Starting materials: CN(CCC#N)C(=O)c1ccccc1Nc1nc(Cl)ncc1Cl, CC1(C)C2CCC1(CS(=O)(=O)O)C(=O)C2, O=C([O-])O, CC(C)O, CN1C(=O)CCCc2cc(N)ccc21, [Na+]. Reactants: OC1C(C2=CC=C(C=C2C1)C(F)(F)F)N1[C@H](CN(CC1)C(=O)OC(C)(C)C)C (tert-butyl (3S)-4-[2-hydroxy-5-(trifluoromethyl)-2,3-dihydro-1H-inden-1-yl]-3-methylpiperazine-1-carboxylate), [H-].[Na+] (NaH), CI (MeI). Solvent: C1CCOC1 (THF). Reaction conditions: time 10 minute. Yields the product COC1C(C2=CC=C(C=C2C1)C(F)(F)F)N1[C@H](CN(CC1)C(=O)OC(C)(C)C)C (tert-Butyl (3S)-4-[2-Methoxy-5-(trifluoromethyl)-2,3-dihydro-1H-inden-1-yl]-3-methylpiperazine-1-carboxylate). As a reaction SMILES: [OH:1][CH:2]1[CH2:10][C:9]2[C:4](=[CH:5][CH:6]=[C:7]([C:11]([F:14])([F:13])[F:12])[CH:8]=2)[CH:3]1[N:15]1[CH2:20][CH2:19][N:18]([C:21]([O:23][C:24]([CH3:27])([CH3:26])[CH3:25])=[O:22])[CH2:17][C@@H:16]1[CH3:28].[H-].[Na+].[CH3:31]I>C1COCC1>[CH3:31][O:1][CH:2]1[CH2:10][C:9]2[C:4](=[CH:5][CH:6]=[C:7]([C:11]([F:14])([F:12])[F:13])[CH:8]=2)[CH:3]1[N:15]1[CH2:20][CH2:19][N:18]([C:21]([O:23][C:24]([CH3:27])([CH3:26])[CH3:25])=[O:22])[CH2:17][C@@H:16]1[CH3:28] |f:1.2|. Procedure: To a solution of tert-butyl (3S)-4-[2-hydroxy-5-(trifluoromethyl)-2,3-dihydro-1H-inden-1-yl]-3-methylpiperazine-1-carboxylate (isomer 1 from step C in Example 9) (50 mg, 0.1 mmol) in THF (2 mL) at 0° C. was added NaH (8 mg, 60% in oil, 0.2 mmol). After being stirred for 10 min, MeI (28 mg, 0.2 mmol) was added. The mixture was stirred at ambient temperature for 1 h and quenched with aqueous NH4Cl. The resulting solution was extracted with EtOAc twice. The extracts were washed with brine, dried (M... Starting materials: C1(=CC=CC=C1)S(=O)(=O)CC(=O)NNC(C)=O (acetic acid N′-(2-benzenesulfonyl-acetyl)-hydrazide), P(=O)(Cl)(Cl)Cl (phosphorus oxychloride). The solvent is O (water), C(C)#N (acetonitrile). The product is C1(=CC=CC=C1)S(=O)(=O)CC=1OC(=NN1)C (2-benzenesulfonylmethyl-5-methyl-[1,3,4]oxadiazole). The yield is 68.7%. As a reaction SMILES: [C:1]1([S:7]([CH2:10][C:11]([NH:13][NH:14][C:15](=[O:17])[CH3:16])=O)(=[O:9])=[O:8])[CH:6]=[CH:5][CH:4]=[CH:3][CH:2]=1.P(Cl)(Cl)(Cl)=O>C(#N)C.O>[C:1]1([S:7]([CH2:10][C:11]2[O:17][C:15]([CH3:16])=[N:14][N:13]=2)(=[O:8])=[O:9])[CH:2]=[CH:3][CH:4]=[CH:5][CH:6]=1. Reported procedure: To a stirred solution of 1.40 g (5.5 mmol) of acetic acid N′-(2-benzenesulfonyl-acetyl)-hydrazide in 50 mL of acetonitrile, 1.02 g (6.5 mmol, 1.2 eq) of phosphorus oxychloride were added, and the solution heated at reflux for 3 hours. The reaction mixture was diluted with water, extracted with EtOAc, the organic phase dried over Na2SO4, filtered and evaporated. Column chromatography on silica gel with EtOAc yielded 0.90 g (70%) of 2-benzenesulfonylmethyl-5-methyl-[1,3,4]oxadiazole as a white sol...